The task is: describe an organic reaction: reactants, conditions, products, and yield. This data is from the Open Reaction Database (ORD), a public repository of structured organic reaction records. The reactants are CC(C)(C)C(=O)Oc2c1ccccc1cc3ccccc23 (substrate), Cc1ccccc1B(O)O (effective_coupling_partner). Reagents/catalysts: PCy3. Conditions: temperature 120 celsius, time 12 hour. The product is Cc1ccccc1c3c2ccccc2cc4ccccc34. The reactants are C([O-])([O-])=O.[K+].[K+] (potassium carbonate), COC1=CC=C(CCl)C=C1 (4-methoxybenzyl chloride), O=C1NC=CC=C1NC=C(C(=O)OCC)C(=O)OCC (Diethyl 2-((2-oxo-1,2-dihydropyridin-3-ylamino)methylene)malonate). The solvent is O (water), CN(C)C=O (DMF). Run at time 8 hour. The product is COC1=CC=C(CN2C(C(=CC=C2)NC=C(C(=O)OCC)C(=O)OCC)=O)C=C1 (diethyl 2-((1-(4-methoxybenzyl)-2-oxo-1,2-dihydropyridin-3-ylamino)methylene)malonate). Isolated yield 83.9%. RXN SMILES: [O:1]=[C:2]1[C:7]([NH:8][CH:9]=[C:10]([C:16]([O:18][CH2:19][CH3:20])=[O:17])[C:11]([O:13][CH2:14][CH3:15])=[O:12])=[CH:6][CH:5]=[CH:4][NH:3]1.C(=O)([O-])[O-].[K+].[K+].[CH3:27][O:28][C:29]1[CH:36]=[CH:35][C:32]([CH2:33]Cl)=[CH:31][CH:30]=1>CN(C=O)C.O>[CH3:27][O:28][C:29]1[CH:36]=[CH:35][C:32]([CH2:33][N:3]2[CH:4]=[CH:5][CH:6]=[C:7]([NH:8][CH:9]=[C:10]([C:16]([O:18][CH2:19][CH3:20])=[O:17])[C:11]([O:13][CH2:14][CH3:15])=[O:12])[C:2]2=[O:1])=[CH:31][CH:30]=1 |f:1.2.3|. Procedure details: Diethyl 2-((2-oxo-1,2-dihydropyridin-3-ylamino)methylene)malonate (7.50 g, 26.8 mmol) was dissolved in DMF (30 ml) and treated with potassium carbonate (7.40 g, 53.5 mmol) and 4-methoxybenzyl chloride (5.45 ml, 40.1 mmol). The mixture was stirred at ambient temperature overnight. The reaction was diluted with water (150 ml) and the solid that crashed out was collected by suction filtration. The solid was washed with water and dried to give diethyl 2-((1-(4-methoxybenzyl)-2-oxo-1,2-dihydropyridin... Starting materials: CCOC(=O)c1cccc(Oc2ccc([N+](=O)[O-])cc2)c1, [Li+], [OH-], O, O. Product: O=C(O)c1cccc(Oc2ccc([N+](=O)[O-])cc2)c1. As a reaction SMILES: [CH2:1]([CH3:2])[O:3][C:4](=[O:5])[c:6]1[cH:7][c:8]([O:9][c:10]2[cH:11][cH:12][c:13]([N+:16](=[O:17])[O-:18])[cH:14][cH:15]2)[cH:19][cH:20][cH:21]1.[Li+:23].[OH-:22].[OH2:24].[OH2:25]>>[O:3]=[C:4]([OH:5])[c:6]1[cH:7][c:8]([O:9][c:10]2[cH:11][cH:12][c:13]([N+:16](=[O:17])[O-:18])[cH:14][cH:15]2)[cH:19][cH:20][cH:21]1. Starting materials: ClC=1C=C(C=CC1OCC1=NC=CC=C1)NC1=NC=NC2=CC=CC(=C12)OCCO (2-[(4-{[3-chloro-4-(pyridin-2-ylmethoxy)phenyl]amino}quinazolin-5-yl)oxy]ethanol), S(=O)(Cl)Cl (thionyl chloride). Solvent: C(Cl)Cl (DCM), C1CCOC1 (THF). The product is ClCCOC1=C2C(=NC=NC2=CC=C1)NC1=CC(=C(C=C1)OCC1=NC=CC=C1)Cl (5-(2-chloroethoxy)-N-[3-chloro-4-(pyridin-2-ylmethoxy)phenyl]quinazolin-4-amine), hydrochloride salt. The yield is 98.0%. As a reaction SMILES: [Cl:1][C:2]1[CH:3]=[C:4]([NH:16][C:17]2[C:26]3[C:21](=[CH:22][CH:23]=[CH:24][C:25]=3[O:27][CH2:28][CH2:29]O)[N:20]=[CH:19][N:18]=2)[CH:5]=[CH:6][C:7]=1[O:8][CH2:9][C:10]1[CH:15]=[CH:14][CH:13]=[CH:12][N:11]=1.S(Cl)([Cl:33])=O>C(Cl)Cl.C1COCC1>[Cl:33][CH2:29][CH2:28][O:27][C:25]1[CH:24]=[CH:23][CH:22]=[C:21]2[C:26]=1[C:17]([NH:16][C:4]1[CH:5]=[CH:6][C:7]([O:8][CH2:9][C:10]3[CH:15]=[CH:14][CH:13]=[CH:12][N:11]=3)=[C:2]([Cl:1])[CH:3]=1)=[N:18][CH:19]=[N:20]2. Reported procedure: To a stirred solution of the 2-[(4-{[3-chloro-4-(pyridin-2-ylmethoxy)phenyl]amino}quinazolin-5-yl)oxy]ethanol (20 g) in DCM (200 ml) and THF (200 ml) was added thionyl chloride (20 ml) at ambient temperature. The solution was then heated under reflux for 2 hours. The solution was cooled and product filtered off to give 5-(2-chloroethoxy)-N-[3-chloro-4-(pyridin-2-ylmethoxy)phenyl]quinazolin-4-amine as its hydrochloride salt (25 g, 98%); NMR spectrum (DMSO-d6) 4.20-4.40 (t, 2H), 4.60-4.80 (t, 2H),... The reactants are CCOC(=O)c1cc2c(OCc3ccccc3)cccc2n1C, C1CCOC1, [Li+], [OH-], O, O. The product is Cn1c(C(=O)O)cc2c(OCc3ccccc3)cccc21. As a reaction SMILES: [CH2:1]([c:2]1[cH:3][cH:4][cH:5][cH:6][cH:7]1)[O:8][c:9]1[c:10]2[cH:11][c:12]([C:19](=[O:20])[O:21][CH2:22][CH3:23])[n:13]([CH3:18])[c:14]2[cH:15][cH:16][cH:17]1.[CH2:27]1[O:28][CH2:29][CH2:30][CH2:31]1.[Li+:25].[OH-:24].[OH2:26].[OH2:32]>>[CH2:1]([c:2]1[cH:3][cH:4][cH:5][cH:6][cH:7]1)[O:8][c:9]1[c:10]2[cH:11][c:12]([C:19](=[O:20])[OH:21])[n:13]([CH3:18])[c:14]2[cH:15][cH:16][cH:17]1.